This data is from the Open Reaction Database (ORD), a public repository of structured organic reaction records. The task is: describe an organic reaction: reactants, conditions, products, and yield Product: c1cc(N2CCC(OC3CCCCC3)CC2)ccc1N1CCNCC1. Starting materials: CC(=O)N1CCN(c2ccc(N3CCC(OC4CCCCC4)CC3)cc2)CC1, CCO, [Na+], [OH-]. As a reaction SMILES: [C:1](=[O:2])([CH3:3])[N:4]1[CH2:5][CH2:6][N:7]([c:10]2[cH:11][cH:12][c:13]([N:16]3[CH2:17][CH2:18][CH:19]([O:22][CH:23]4[CH2:24][CH2:25][CH2:26][CH2:27][CH2:28]4)[CH2:20][CH2:21]3)[cH:14][cH:15]2)[CH2:8][CH2:9]1.[CH2:31]([OH:32])[CH3:33].[Na+:30].[OH-:29]>>[NH:4]1[CH2:5][CH2:6][N:7]([c:10]2[cH:11][cH:12][c:13]([N:16]3[CH2:17][CH2:18][CH:19]([O:22][CH:23]4[CH2:24][CH2:25][CH2:26][CH2:27][CH2:28]4)[CH2:20][CH2:21]3)[cH:14][cH:15]2)[CH2:8][CH2:9]1. Reactants: BrC=1C(=C(C(=O)F)C=C(C1F)F)F (3-bromo-2,4,5-trifluoro-benzoylfluoride), CO (methanol). The solvent is C(C)N(CC)CC (triethylamine). Run at time 1 hour. Yields the product BrC=1C(=C(C(=O)OC)C=C(C1F)F)F (methyl 3-bromo-2,4,5-trifluoro-benzoate). As a reaction SMILES: [Br:1][C:2]1[C:3]([F:13])=[C:4]([CH:8]=[C:9]([F:12])[C:10]=1[F:11])[C:5](F)=[O:6].[CH3:14][OH:15]>C(N(CC)CC)C>[Br:1][C:2]1[C:3]([F:13])=[C:4]([CH:8]=[C:9]([F:12])[C:10]=1[F:11])[C:5]([O:15][CH3:14])=[O:6]. Procedure: 772 g of 3-bromo-2,4,5-trifluoro-benzoylfluoride are added dropwise with ice-cooling to a mixture of 1460 ml of methanol and 340 g of triethylamine. Stirring is carried out at room temperature for 1 hour. The reaction mixture is concentrated, the residue is taken up in water and methylene chloride, and the aqueous phase is again extracted by shaking with methylene chloride. After drying the organic phase over sodium sulphate, it is concentrated and the residue is distilled in vacuo. 752.4 g of m... Starting materials: C1COCCO1, Cl, CCn1c(-c2nonc2N)nc2cncc(CN3CCC(NC4CC4)CC3)c21, [Na+], [OH-]. Yields the product CCn1c(-c2nonc2N)nc2cncc(CN3CCC(=O)CC3)c21. As a reaction SMILES: [CH2:31]1[O:32][CH2:33][CH2:34][O:35][CH2:36]1.[ClH:37].[NH2:1][c:2]1[c:3](-[c:7]2[n:8]([CH2:27][CH3:28])[c:9]3[c:10]([cH:11][n:12][cH:13][c:14]3[CH2:15][N:16]3[CH2:17][CH2:18][CH:19]([NH:22][CH:23]4[CH2:24][CH2:25]4)[CH2:20][CH2:21]3)[n:26]2)[n:4][o:5][n:6]1.[Na+:30].[OH-:29]>>[NH2:1][c:2]1[c:3](-[c:7]2[n:8]([CH2:27][CH3:28])[c:9]3[c:10]([cH:11][n:12][cH:13][c:14]3[CH2:15][N:16]3[CH2:17][CH2:18][C:19](=[O:29])[CH2:20][CH2:21]3)[n:26]2)[n:4][o:5][n:6]1.